The task is: describe an organic reaction: reactants, conditions, products, and yield. This data is from the Open Reaction Database (ORD), a public repository of structured organic reaction records. The reactants are BrC1=CC2=C(N(C(=N2)C)C)C(=C1)O[C@H](C)[C@@H]1CC(N(C1)[C@H](C)C1=CC=CC=C1)=O ((R)-4-((R)-1-(5-bromo-1,2-dimethyl-1H-benzo[d]imidazol-7-yloxy)ethyl)-1-((R)-1-phenylethyl)pyrrolidin-2-one). The solvent is C(=O)(C(F)(F)F)O (TFA). Yields the product BrC1=CC2=C(N(C(=N2)C)C)C(=C1)O[C@H](C)[C@@H]1CC(NC1)=O ((R)-4-((R)-1-(5-bromo-1,2-dimethyl-1H-benzo[d]imidazol-7-yloxy)ethyl)pyrrolidin-2-one). Reaction SMILES: [Br:1][C:2]1[CH:12]=[C:11]([O:13][C@@H:14]([C@H:16]2[CH2:20][N:19]([C@@H](C3C=CC=CC=3)C)[C:18](=[O:29])[CH2:17]2)[CH3:15])[C:5]2[N:6]([CH3:10])[C:7]([CH3:9])=[N:8][C:4]=2[CH:3]=1>C(O)(C(F)(F)F)=O>[Br:1][C:2]1[CH:12]=[C:11]([O:13][C@@H:14]([C@H:16]2[CH2:20][NH:19][C:18](=[O:29])[CH2:17]2)[CH3:15])[C:5]2[N:6]([CH3:10])[C:7]([CH3:9])=[N:8][C:4]=2[CH:3]=1. Procedure details: (R)-4-((R)-1-(5-bromo-1,2-dimethyl-1H-benzo[d]imidazol-7-yloxy)ethyl)-1-((R)-1-phenylethyl)pyrrolidin-2-one in TFA (3 mL) was heated in a microwave reactor for 3 h at 140° C. The reaction mixture was then concentrated to give (R)-4-((R)-1-(5-bromo-1,2-dimethyl-1H-benzo[d]imidazol-7-yloxy)ethyl)pyrrolidin-2-one which was used for next step without further purification. LC/MS found for C15H18BrN3O2 as (M+H)+ 353.1. Reactants: C(C)(C)(C)OC(=O)C1N(CC=CCC1NC(=O)N(CC1=CC=CC=C1)CC1=CC=CC=C1)S(=O)(=O)C1=CC=C(C=C1)OC (3-(3,3-Dibenzylureido)-1-(4-methoxy-benzenesulfonyl)-2,3,4,7-tetrahydro-1H-azepine-2-carboxylic acid tert-butyl ester), C(C)(C)(C)OC(=O)C1N(CC=CCC1NC(=O)OCC1=CC=CC=C1)S(=O)(=O)C1=CC=C(C=C1)OC (3-Benzyloxycarbonylamino-1-(4-methoxy-benzenesulfonyl)-2,3,4,7-tetrahydro-1H-azepine-2-carboxylic acid tert-butyl ester). Yields the product C(C1=CC=CC=C1)N(C(NC1C(N(CC=CC1)S(=O)(=O)C1=CC=C(C=C1)OC)C(=O)O)=O)CC1=CC=CC=C1 (3-(3,3-Dibenzylureido)-1-(4-methoxy-benzenesulfonyl)-2,3,4,7-terahydro-1H-azepine-2-carboxylic Acid). RXN SMILES: C([O:5][C:6]([CH:8]1[CH:14]([NH:15][C:16]([N:18]([CH2:26][C:27]2[CH:32]=[CH:31][CH:30]=[CH:29][CH:28]=2)[CH2:19][C:20]2[CH:25]=[CH:24][CH:23]=[CH:22][CH:21]=2)=[O:17])[CH2:13][CH:12]=[CH:11][CH2:10][N:9]1[S:33]([C:36]1[CH:41]=[CH:40][C:39]([O:42][CH3:43])=[CH:38][CH:37]=1)(=[O:35])=[O:34])=[O:7])(C)(C)C.C(OC(C1C(NC(OCC2C=CC=CC=2)=O)CC=CCN1S(C1C=CC(OC)=CC=1)(=O)=O)=O)(C)(C)C>>[CH2:26]([N:18]([CH2:19][C:20]1[CH:25]=[CH:24][CH:23]=[CH:22][CH:21]=1)[C:16](=[O:17])[NH:15][CH:14]1[CH2:13][CH:12]=[CH:11][CH2:10][N:9]([S:33]([C:36]2[CH:37]=[CH:38][C:39]([O:42][CH3:43])=[CH:40][CH:41]=2)(=[O:34])=[O:35])[CH:8]1[C:6]([OH:7])=[O:5])[C:27]1[CH:32]=[CH:31][CH:30]=[CH:29][CH:28]=1. Reported procedure: 3-(3,3-Dibenzylureido)-1-(4-methoxy-benzenesulfonyl)-2,3,4,7-tetrahydro-1H-azepine-2-carboxylic acid tert-butyl ester (200 mg, 0.33 mMol) is reacted in the same manner as 3-Benzyloxycarbonylamino-1-(4-methoxy-benzenesulfonyl)-2,3,4,7-tetrahydro-1H-azepine-2-carboxylic acid tert-butyl ester and purified by flash-chromatography, Dichloromethane/Methanol (9:1) to afford the free acid: Cal 550.6 found (M)+=550. The reactants are OO (H2O2), solution, [NH4+].[Cl-] (NH4Cl), COCOC1=CC=C(C=C1)C(F)(F)F (1-methoxymethoxy-4-trifluoromethyl-benzene), B(OC)(OC)OC (B(OCH3)3), [Li]CCCC (BuLi). Run in O (H2O), C1CCOC1 (THF), CCCCCC (hexane). Run at temperature 0 celsius, time 2 hour. The product is COCOC1=C(C=C(C=C1)C(F)(F)F)O (2-Methoxymethoxy-5-trifluoromethyl-phenol). As a reaction SMILES: [CH3:1][O:2][CH2:3][O:4][C:5]1[CH:10]=[CH:9][C:8]([C:11]([F:14])([F:13])[F:12])=[CH:7][CH:6]=1.[Li]CCCC.B(OC)(OC)[O:21]C.OO.[NH4+].[Cl-]>C1COCC1.CCCCCC.O>[CH3:1][O:2][CH2:3][O:4][C:5]1[CH:10]=[CH:9][C:8]([C:11]([F:12])([F:13])[F:14])=[CH:7][C:6]=1[OH:21] |f:4.5|. Procedure details: To a solution of 1-methoxymethoxy-4-trifluoromethyl-benzene (4.6 g, 22.31 mmol) in 60 mL dry THF cooled to −78° C., BuLi (21 mL of a 1.6 m sol. in hexane, 1.5 eq.) was added drop-wise via a syringe and the mixture was stirred at low temperature for 2 h, then the cooling bath was removed and the mixture was allowed to gradually warm to 0° C. during 30 min. After cooling again to −78° C., B(OCH3)3 (3.95 g, 38 mmol, 1.7 eq.) was added to the reaction and the stirring was continued for another 1.5 h... Starting materials: C(C=C)C1=CC=CC2=CC3=CC=CC=C3C=C12 (1-(2-propenyl) anthracene), CCCCCC (hexane). The reagents and catalysts are [Pd] (palladium on carbon). Yields the product C(C)(C)C1=CC=CC2=CC3=CC=CC=C3C=C12 (1-isopropyl anthracene). Reaction SMILES: [CH2:1]([C:4]1[C:17]2[C:8](=[CH:9][C:10]3[C:15]([CH:16]=2)=[CH:14][CH:13]=[CH:12][CH:11]=3)[CH:7]=[CH:6][CH:5]=1)[CH:2]=C.[CH3:18]CCCCC>[Pd]>[CH:1]([C:4]1[C:17]2[C:8](=[CH:9][C:10]3[C:15]([CH:16]=2)=[CH:14][CH:13]=[CH:12][CH:11]=3)[CH:7]=[CH:6][CH:5]=1)([CH3:18])[CH3:2]. Reported procedure: Into a 500 milliliter hydrogenation bottle was placed 0.2 grams of 5% palladium on carbon, 10 grams of 1-(2-propenyl) anthracene and 200 milliliters of hexane and the bottle flushed three times with hydrogen. Hydrogen was fed into the bottle at an initial pressure of 23 pounds per square inch which after 3 days had a final pressure of 19 pounds per square inch. The mixture was filtered, evaporated to an oil and chromatographed on basic alumina with hexane. The mixture was washed with a 10:1 mixt... The reactants are ClC=1C=C(C(=O)O)C=CC1 (3-chlorobenzoic acid), NC=1C=C2CCC3(CC2=CC1)NC(NC3=O)=O ((±)-6′-amino-3′,4′-dihydro-1′H-spiro[imidazolidine-4,2′-naphthalene]-2,5-dione), NC=1C=C2CCC3(CC2=CC1)NC(NC3=O)=O ((±)-6′-amino-3′,4′-dihydro-1′H-spiro[imidazolidine-4,2′-naphthalene]-2,5-dione), C(CCl)Cl (EDC), C=1C=CC2=C(C1)N=NN2O (HOBT), C(C)(C)N(C(C)C)CC (N,N-diisopropylethylamine). Solvent: CN(C)C=O (DMF). The product is ClC=1C=C(C(=O)NC=2C=C3CCC4(CC3=CC2)NC(NC4=O)=O)C=CC1 ((±)-6′-[(3-Chlorobenzoyl)amino]-3′,4′-dihydro-1′H-spiro[imidazolidine-4,2′-naphthalene]-2,5-dione). RXN SMILES: [Cl:1][C:2]1[CH:3]=[C:4]([CH:8]=[CH:9][CH:10]=1)[C:5]([OH:7])=O.[NH2:11][C:12]1[CH:13]=[C:14]2[C:19](=[CH:20][CH:21]=1)[CH2:18][C:17]1([C:25](=[O:26])[NH:24][C:23](=[O:27])[NH:22]1)[CH2:16][CH2:15]2.C(Cl)CCl.C1C=CC2N(O)N=NC=2C=1.C(N(CC)C(C)C)(C)C>CN(C=O)C>[Cl:1][C:2]1[CH:3]=[C:4]([CH:8]=[CH:9][CH:10]=1)[C:5]([NH:11][C:12]1[CH:13]=[C:14]2[C:19](=[CH:20][CH:21]=1)[CH2:18][C:17]1([C:25](=[O:26])[NH:24][C:23](=[O:27])[NH:22]1)[CH2:16][CH2:15]2)=[O:7]. Procedure details: A mixture of 3-chlorobenzoic acid (11 mg, 0.067 mmol), (±)-6′-amino-3′,4′-dihydro-1′H-spiro[imidazolidine-4,2′-naphthalene]-2,5-dione (described in Intermediate 2) (13 mg, 0.056 mmol), EDC (13 mg, 0.067 mmol), HOBT (10 mg, 0.067 mmol), and N,N-diisopropylethylamine (0.012 mL, 0.067 mmol) was stirred in DMF (0.3 mL) at ambient temperature for 18 h. The crude mixture was purified directly by HPLC using a reversed phase C18 column and eluting with a gradient of H2O:CH3CN:CF3CO2H—90:10:0.1 to 5:95:0... Yields the product CN1CC2CCN(c3ccc(-c4ccc(-n5ncccc5=O)cc4)cc3)C2C1. Reactants: CN1CC2CCN(c3ccc(-c4ccc(Br)cc4)cc3)C2C1, O=C([O-])[O-], CCCCCC, [Cu], [K+], [K+], c1ccc2ncccc2c1, O=c1cccn[nH]1. As a reaction SMILES: [Br:1][c:2]1[cH:3][cH:4][c:5](-[c:8]2[cH:9][cH:10][c:11]([N:14]3[CH:15]4[CH:16]([CH2:17][CH2:18]3)[CH2:19][N:20]([CH3:22])[CH2:21]4)[cH:12][cH:13]2)[cH:6][cH:7]1.[C:30](=[O:31])([O-:32])[O-:33].[CH3:46][CH2:47][CH2:48][CH2:49][CH2:50][CH3:51].[Cu:52].[K+:34].[K+:35].[cH:36]1[cH:37][c:38]2[c:39]([n:40][cH:41][cH:42][cH:43]2)[cH:44][cH:45]1.[n:23]1[nH:24][c:25](=[O:29])[cH:26][cH:27][cH:28]1>>[c:2]1(-[n:24]2[n:23][cH:28][cH:27][cH:26][c:25]2=[O:29])[cH:3][cH:4][c:5](-[c:8]2[cH:9][cH:10][c:11]([N:14]3[CH:15]4[CH:16]([CH2:17][CH2:18]3)[CH2:19][N:20]([CH3:22])[CH2:21]4)[cH:12][cH:13]2)[cH:6][cH:7]1. Reactants: Cc1cc(C2=NOC(c3cc(Cl)cc(Cl)c3)(C(F)(F)F)C2)ccc1C(=O)Cl, ClCCl, N#Cc1ccc(N)nc1, c1ccncc1. Yields the product Cc1cc(C2=NOC(c3cc(Cl)cc(Cl)c3)(C(F)(F)F)C2)ccc1C(=O)Nc1ccc(C#N)cn1. RXN SMILES: [Cl:16][c:17]1[cH:18][c:19]([C:24]2([C:39]([F:40])([F:41])[F:42])[CH2:25][C:26]([c:29]3[cH:30][c:31]([CH3:38])[c:32]([C:33](=[O:34])[Cl:35])[cH:36][cH:37]3)=[N:27][O:28]2)[cH:20][c:21]([Cl:23])[cH:22]1.[Cl:43][CH2:44][Cl:45].[NH2:1][c:2]1[n:3][cH:4][c:5]([C:8]#[N:9])[cH:6][cH:7]1.[cH:10]1[cH:11][cH:12][n:13][cH:14][cH:15]1>>[NH:1]([c:2]1[n:3][cH:4][c:5]([C:8]#[N:9])[cH:6][cH:7]1)[C:33]([c:32]1[c:31]([CH3:38])[cH:30][c:29]([C:26]2=[N:27][O:28][C:24]([c:19]3[cH:18][c:17]([Cl:16])[cH:22][c:21]([Cl:23])[cH:20]3)([C:39]([F:40])([F:41])[F:42])[CH2:25]2)[cH:37][cH:36]1)=[O:34]. Reactants: BrC1=NNC=2N=CC=3CN(CCC3C21)C(=O)OC(C)(C)C (tert-butyl 1-bromo-8,9-dihydro-3H-pyrazolo[3,4-c][2,7]naphthyridine-7(6H)-carboxylate), C(N)(=O)C1=CC=C(C=C1)B(O)O (4-carbamoylphenylboronic acid). The product is C(N)(=O)C=1C=C(C=CC1)C1=NNC=2N=CC=3CN(CCC3C21)C(=O)OC(C)(C)C (tert-butyl 1-(3-carbamoylphenyl)-8,9-dihydro-3H-pyrazolo[3,4-c][2,7]naphthyridine-7(6H)-carboxylate), solid. The yield is 39.0%. As a reaction SMILES: Br[C:2]1[C:14]2[C:13]3[CH2:12][CH2:11][N:10]([C:15]([O:17][C:18]([CH3:21])([CH3:20])[CH3:19])=[O:16])[CH2:9][C:8]=3[CH:7]=[N:6][C:5]=2[NH:4][N:3]=1.[C:22]([C:25]1[CH:30]=[CH:29][C:28](B(O)O)=[CH:27][CH:26]=1)(=[O:24])[NH2:23]>>[C:22]([C:25]1[CH:26]=[C:27]([C:2]2[C:14]3[C:13]4[CH2:12][CH2:11][N:10]([C:15]([O:17][C:18]([CH3:21])([CH3:20])[CH3:19])=[O:16])[CH2:9][C:8]=4[CH:7]=[N:6][C:5]=3[NH:4][N:3]=2)[CH:28]=[CH:29][CH:30]=1)(=[O:24])[NH2:23]. Reported procedure: The compound, tert-butyl 1-(3-carbamoylphenyl)-8,9-dihydro-3H-pyrazolo[3,4-c][2,7]naphthyridine-7(6H)-carboxylate was prepared using tert-butyl 1-bromo-8,9-dihydro-3H-pyrazolo[3,4-c][2,7]naphthyridine-7(6H)-carboxylate and 4-carbamoylphenylboronic acid as described in step-1 of general procedure U. The compound was obtained as a white solid (0.070 g, 39%); 1H NMR (400 MHz, DMSO-d6) δ13.98 (s, 1H), 8.40 (s, 1H), 8.13 (s, 1H), 8.08 (s, 1H), 7.98 (d, J=8.0 Hz, 1H), 7.80 (d, J=8.0 Hz, 1H), 7.58 (m, ...